This data is from the Open Reaction Database (ORD), a public repository of structured organic reaction records. The task is: describe an organic reaction: reactants, conditions, products, and yield Reactants: [BH4-], CCCC(C)=O, CS(C)=O, [Na+], Nc1ccc2nc[nH]c2c1. Product: CCCC(C)Nc1ccc2[nH]cnc2c1. As a reaction SMILES: [BH4-:17].[CH3:11][C:12]([CH2:13][CH2:14][CH3:15])=[O:16].[CH3:19][S:20]([CH3:21])=[O:22].[Na+:18].[n:1]1[cH:2][nH:3][c:4]2[c:5]1[cH:6][cH:7][c:8]([NH2:10])[cH:9]2>>[nH:1]1[cH:2][n:3][c:4]2[c:5]1[cH:6][cH:7][c:8]([NH:10][CH:12]([CH3:11])[CH2:13][CH2:14][CH3:15])[cH:9]2. The reactants are F[B-](F)(F)F, CCOC(C)=O, CCN(C(C)C)C(C)C, Nc1nc(-c2ccc(NC(=O)CNCc3ccccc3)cc2)cs1, CN(C)C=O, O=C(O)C1CCCCC1, CN(C)C(On1nnc2ccccc21)=[N+](C)C. Yields the product Nc1nc(-c2ccc(NC(=O)CN(Cc3ccccc3)C(=O)C3CCCCC3)cc2)cs1. As a reaction SMILES: [B-:43]([F:44])([F:45])([F:46])[F:47].[CH3:70][CH2:71][O:72][C:73]([CH3:74])=[O:75].[CH:34]([N:35]([CH2:36][CH3:37])[CH:38]([CH3:39])[CH3:40])([CH3:41])[CH3:42].[NH2:1][c:2]1[s:3][cH:4][c:5](-[c:7]2[cH:8][cH:9][c:10]([NH:13][C:14]([CH2:15][NH:16][CH2:17][c:18]3[cH:19][cH:20][cH:21][cH:22][cH:23]3)=[O:24])[cH:11][cH:12]2)[n:6]1.[O:65]=[CH:66][N:67]([CH3:68])[CH3:69].[OH:25][C:26](=[O:27])[CH:28]1[CH2:29][CH2:30][CH2:31][CH2:32][CH2:33]1.[n:48]1([O:49][C:50]([N:51]([CH3:52])[CH3:53])=[N+:54]([CH3:55])[CH3:56])[c:57]2[cH:58][cH:59][cH:60][cH:61][c:62]2[n:63][n:64]1>>[NH2:1][c:2]1[s:3][cH:4][c:5](-[c:7]2[cH:8][cH:9][c:10]([NH:13][C:14]([CH2:15][N:16]([CH2:17][c:18]3[cH:19][cH:20][cH:21][cH:22][cH:23]3)[C:26](=[O:27])[CH:28]3[CH2:29][CH2:30][CH2:31][CH2:32][CH2:33]3)=[O:24])[cH:11][cH:12]2)[n:6]1. Yields the product CN(C)c1ccc(CNc2ncnc3c2CN(c2ccc(Cl)cc2C#N)CC3)cn1. Reaction SMILES: [Br:12][c:13]1[c:14]2[c:15]([n:16][cH:17][n:18]1)[CH2:19][CH2:20][N:21]([c:23]1[c:24]([C:25]#[N:26])[cH:27][c:28]([Cl:31])[cH:29][cH:30]1)[CH2:22]2.[CH3:41][C:42]#[N:43].[CH:32]([N:33]([CH2:34][CH3:35])[CH:36]([CH3:37])[CH3:38])([CH3:39])[CH3:40].[NH2:1][CH2:2][c:3]1[cH:4][cH:5][c:6]([N:9]([CH3:10])[CH3:11])[n:7][cH:8]1>>[NH:1]([CH2:2][c:3]1[cH:4][cH:5][c:6]([N:9]([CH3:10])[CH3:11])[n:7][cH:8]1)[c:13]1[c:14]2[c:15]([n:16][cH:17][n:18]1)[CH2:19][CH2:20][N:21]([c:23]1[c:24]([C:25]#[N:26])[cH:27][c:28]([Cl:31])[cH:29][cH:30]1)[CH2:22]2. The reactants are N#Cc1cc(Cl)ccc1N1CCc2ncnc(Br)c2C1, CC#N, CCN(C(C)C)C(C)C, CN(C)c1ccc(CN)cn1. The reactants are NCc1ccc(-c2nc3c(N4CCN(Cc5cccnc5)CC4)c(Br)cnc3[nH]2)cc1, CC(C)(C)OC(=O)NCCc1nc2c(N3CCN(Cc4cccnc4)CC3)c(Br)cnc2[nH]1, ClCCl, O=C(O)C(F)(F)F. Yields the product NCCc1nc2c(N3CCN(Cc4cccnc4)CC3)c(Br)cnc2[nH]1. RXN SMILES: [Br:1][c:2]1[c:3]([N:4]2[CH2:5][CH2:6][N:7]([CH2:8][c:9]3[cH:10][n:11][cH:12][cH:13][cH:14]3)[CH2:15][CH2:16]2)[c:17]2[n:18][c:19](-[c:20]3[cH:21][cH:22][c:23]([CH2:24][NH2:25])[cH:26][cH:27]3)[nH:28][c:29]2[n:30][cH:31]1.[Br:32][c:33]1[c:34]([N:52]2[CH2:53][CH2:54][N:55]([CH2:58][c:59]3[cH:60][n:61][cH:62][cH:63][cH:64]3)[CH2:56][CH2:57]2)[c:35]2[c:36]([n:37][cH:38]1)[nH:39][c:40]([CH2:42][CH2:43][NH:44][C:45](=[O:46])[O:47][C:48]([CH3:49])([CH3:50])[CH3:51])[n:41]2.[Cl:72][CH2:73][Cl:74].[F:65][C:66]([F:67])([F:68])[C:69]([OH:70])=[O:71]>>[Br:32][c:33]1[c:34]([N:52]2[CH2:53][CH2:54][N:55]([CH2:58][c:59]3[cH:60][n:61][cH:62][cH:63][cH:64]3)[CH2:56][CH2:57]2)[c:35]2[c:36]([n:37][cH:38]1)[nH:39][c:40]([CH2:42][CH2:43][NH2:44])[n:41]2. Reactants: CC(O)(c1ccc(N2CCN(S(=O)(=O)c3cccs3)CC2COS(C)(=O)=O)cc1)C(F)(F)F, CS(=O)(=O)Cl, CNC1CC1, CC(O)(c1ccc(N2CCN(S(=O)(=O)c3cccs3)CC2CNCC2CC2)cc1)C(F)(F)F. Product: CC(O)(c1ccc(N2CCN(S(=O)(=O)c3cccs3)CC2CN(CC2CC2)S(C)(=O)=O)cc1)C(F)(F)F. As a reaction SMILES: [CH3:1][S:2]([O:3][CH2:4][CH:5]1[CH2:6][N:7]([S:8]([c:9]2[s:10][cH:11][cH:12][cH:13]2)(=[O:14])=[O:15])[CH2:16][CH2:17][N:18]1[c:19]1[cH:20][cH:21][c:22]([C:23]([OH:24])([CH3:25])[C:26]([F:27])([F:28])[F:29])[cH:30][cH:31]1)(=[O:32])=[O:33].[CH3:39][S:40]([Cl:41])(=[O:42])=[O:43].[CH:34]1([NH:35][CH3:36])[CH2:37][CH2:38]1.[CH:44]1([CH2:47][NH:48][CH2:49][CH:50]2[N:51]([c:64]3[cH:65][cH:66][c:67]([C:70]([C:71]([F:72])([F:73])[F:74])([CH3:75])[OH:76])[cH:68][cH:69]3)[CH2:52][CH2:53][N:54]([S:56](=[O:57])(=[O:58])[c:59]3[s:60][cH:61][cH:62][cH:63]3)[CH2:55]2)[CH2:45][CH2:46]1>>[CH3:39][S:40](=[O:42])(=[O:43])[N:48]([CH2:47][CH:44]1[CH2:45][CH2:46]1)[CH2:49][CH:50]1[N:51]([c:64]2[cH:65][cH:66][c:67]([C:70]([C:71]([F:72])([F:73])[F:74])([CH3:75])[OH:76])[cH:68][cH:69]2)[CH2:52][CH2:53][N:54]([S:56](=[O:57])(=[O:58])[c:59]2[s:60][cH:61][cH:62][cH:63]2)[CH2:55]1. Reactants: OC1=C(C=CC=C1OC)CC#N (2-hydroxy-3-methoxyphenylacetonitrile), CS(=O)(=O)OCC1CCN(CC1)C(=O)OC(C)(C)C (1,1-dimethylethyl 4-{[(methylsulfonyl)oxy]methyl}piperidine-1-carboxylate), C([O-])([O-])=O.[Cs+].[Cs+] (cesium carbonate), O (Water). Solvent: CN(C)C=O (DMF), C(C)(=O)OCC (ethyl acetate), [Cl-].[Na+].O (brine). Reaction conditions: temperature 70 celsius. The product is C(#N)CC1=C(C(=CC=C1)OC)OCC1CCN(CC1)C(=O)OC(C)(C)C (1,1-dimethylethyl 4-({[2-(cyanomethyl)-6-(methyloxy)phenyl]oxy}methyl)piperidine-1-carboxylate). The yield is 80.3%. As a reaction SMILES: [OH:1][C:2]1[C:7]([O:8][CH3:9])=[CH:6][CH:5]=[CH:4][C:3]=1[CH2:10][C:11]#[N:12].CS(O[CH2:18][CH:19]1[CH2:24][CH2:23][N:22]([C:25]([O:27][C:28]([CH3:31])([CH3:30])[CH3:29])=[O:26])[CH2:21][CH2:20]1)(=O)=O.C(=O)([O-])[O-].[Cs+].[Cs+].O>CN(C=O)C.[Cl-].[Na+].O.C(OCC)(=O)C>[C:11]([CH2:10][C:3]1[CH:4]=[CH:5][CH:6]=[C:7]([O:8][CH3:9])[C:2]=1[O:1][CH2:18][CH:19]1[CH2:24][CH2:23][N:22]([C:25]([O:27][C:28]([CH3:29])([CH3:31])[CH3:30])=[O:26])[CH2:21][CH2:20]1)#[N:12] |f:2.3.4,7.8.9|. Procedure: To a solution of 2-hydroxy-3-methoxyphenylacetonitrile (1 g, 6.1 mmol) in DMF (12 mL) was added 1,1-dimethylethyl 4-{[(methylsulfonyl)oxy]methyl}piperidine-1-carboxylate (1.8 g, 6.1 mmol) and cesium carbonate (4.0 g, 12.2 mmol). The mixture was heated to 70° C. for 3 h and then cooled to rt. Water and ethyl acetate were added followed by brine to reduce emulsification. The layers were partitioned, and the aqueous phase was extracted with ethyl acetate. The organic extracts were combined, dried o... Reactants: NC=1C=C(C=CC1NC1=CC=C(C=C1)CCCl)S(=O)(=O)NC(C)(C)C (3-Amino-N-(tert-butyl)-4-[4-(2-chloroethyl)anilino]benzenesulfonamide), C(CC)(=O)Cl (propionyl chloride). The product is C(C)(C)(C)NS(=O)(=O)C1=CC2=C(N(C(=N2)CC)C2=CC=C(C=C2)CCCl)C=C1 (N-(tert-Butyl)-1-[4-(2-chloroethyl)phenyl]-2-ethyl-1H-benzimidazole-5-sulfonamide). Reaction SMILES: [NH2:1][C:2]1[CH:3]=[C:4]([S:18]([NH:21][C:22]([CH3:25])([CH3:24])[CH3:23])(=[O:20])=[O:19])[CH:5]=[CH:6][C:7]=1[NH:8][C:9]1[CH:14]=[CH:13][C:12]([CH2:15][CH2:16][Cl:17])=[CH:11][CH:10]=1.[C:26](Cl)(=O)[CH2:27][CH3:28]>>[C:22]([NH:21][S:18]([C:4]1[CH:5]=[CH:6][C:7]2[N:8]([C:9]3[CH:10]=[CH:11][C:12]([CH2:15][CH2:16][Cl:17])=[CH:13][CH:14]=3)[C:26]([CH2:27][CH3:28])=[N:1][C:2]=2[CH:3]=1)(=[O:19])=[O:20])([CH3:25])([CH3:24])[CH3:23]. Reported procedure: The title compound was prepared according to the procedure described in step 5 Example 1 from 3-amino-N-(tert-butyl)-4-[4-(2-chloroethyl)anilino]benzenesulfonamide (step 4) and propionyl chloride. The reactants are C1COCCO1, Cc1ccc(OCc2cccc(Cl)c2)cc1C(=O)OCc1cccc(Cl)c1, [Li+], [OH-], O. Yields the product Cc1ccc(OCc2cccc(Cl)c2)cc1C(=O)O. RXN SMILES: [CH2:31]1[O:32][CH2:33][CH2:34][O:35][CH2:36]1.[Cl:1][c:2]1[cH:3][c:4]([CH2:8][O:9][c:10]2[cH:11][cH:12][c:13]([CH3:27])[c:14]([C:15](=[O:16])[O:17][CH2:18][c:19]3[cH:20][cH:21][cH:22][c:23]([Cl:24])[cH:25]3)[cH:26]2)[cH:5][cH:6][cH:7]1.[Li+:29].[OH-:30].[OH2:28]>>[Cl:1][c:2]1[cH:3][c:4]([CH2:8][O:9][c:10]2[cH:11][cH:12][c:13]([CH3:27])[c:14]([C:15](=[O:16])[OH:17])[cH:26]2)[cH:5][cH:6][cH:7]1.